Dataset: the Open Reaction Database (ORD), a public repository of structured organic reaction records. Task: describe an organic reaction: reactants, conditions, products, and yield Reactants: CCO, I, CN(C)CCN1C(=O)CCc2cc(N)cc(F)c21, [Na+], [Na+], O=C([O-])[O-], O, CSC(=N)c1cccs1. Yields the product CN(C)CCN1C(=O)CCc2cc(NC(=N)c3cccs3)cc(F)c21. Reaction SMILES: [CH3:29][CH2:30][OH:31].[IH:19].[NH2:1][c:2]1[cH:3][c:4]2[c:9]([c:10]([F:12])[cH:11]1)[N:8]([CH2:13][CH2:14][N:15]([CH3:16])[CH3:17])[C:7](=[O:18])[CH2:6][CH2:5]2.[Na+:33].[Na+:34].[O-:35][C:36](=[O:37])[O-:38].[OH2:32].[s:20]1[c:21]([C:25](=[NH:26])[S:27][CH3:28])[cH:22][cH:23][cH:24]1>>[NH:1]([c:2]1[cH:3][c:4]2[c:9]([c:10]([F:12])[cH:11]1)[N:8]([CH2:13][CH2:14][N:15]([CH3:16])[CH3:17])[C:7](=[O:18])[CH2:6][CH2:5]2)[C:25]([c:21]1[s:20][cH:24][cH:23][cH:22]1)=[NH:26]. Product: C(#N)CC(C=1OC=CC1)N1N=CC(=C1)C1=CC=2N(N=C1)C(=CN2)C=2C=C(C=CC2)NC(=O)NCC(F)(F)F (N-[3-(7-{1-[2-Cyano-1-(2-furyl)ethyl]-1H-pyrazol-4-yl}imidazo[1,2-b]pyridazin-3-yl)phenyl]-N′-(2,2,2-trifluoroethyl)urea). The reactants are N1N=CC(=C1)C1=CC=2N(N=C1)C(=CN2)C=2C=C(C=CC2)NC(=O)NCC(F)(F)F (N-{3-[7-(1H-pyrazol-4-yl)imidazo[1,2-b]pyridazin-3-yl]phenyl}-N′-(2,2,2-trifluoroethyl)urea), O1C(=CC=C1)C=CC#N (3-(2-furyl)acrylonitrile). Procedure details: This compound was prepared by using procedures analogous to those described for the synthesis of Example 89, Step 2 starting from N-{3-[7-(1H-pyrazol-4-yl)imidazo[1,2-b]pyridazin-3-yl]phenyl}-N′-(2,2,2-trifluoroethyl)urea and 3-(2-furyl)acrylonitrile. LCMS (M+H)+: m/z=521.0. RXN SMILES: [NH:1]1[CH:5]=[C:4]([C:6]2[CH:11]=[N:10][N:9]3[C:12]([C:15]4[CH:16]=[C:17]([NH:21][C:22]([NH:24][CH2:25][C:26]([F:29])([F:28])[F:27])=[O:23])[CH:18]=[CH:19][CH:20]=4)=[CH:13][N:14]=[C:8]3[CH:7]=2)[CH:3]=[N:2]1.[O:30]1[CH:34]=[CH:33][CH:32]=[C:31]1[CH:35]=[CH:36][C:37]#[N:38]>>[C:37]([CH2:36][CH:35]([N:1]1[CH:5]=[C:4]([C:6]2[CH:11]=[N:10][N:9]3[C:12]([C:15]4[CH:16]=[C:17]([NH:21][C:22]([NH:24][CH2:25][C:26]([F:28])([F:27])[F:29])=[O:23])[CH:18]=[CH:19][CH:20]=4)=[CH:13][N:14]=[C:8]3[CH:7]=2)[CH:3]=[N:2]1)[C:31]1[O:30][CH:34]=[CH:33][CH:32]=1)#[N:38]. Starting materials: CC(C)(C)OC(=O)N1CCC(Nc2c([N+](=O)[O-])cnc3c2ccn3S(=O)(=O)c2ccccc2)CC1, CC(=O)O, [OH-], [OH-], [Pd+2]. The product is CC(C)(C)OC(=O)N1CCC(Nc2c(N)cnc3c2ccn3S(=O)(=O)c2ccccc2)CC1. Reaction SMILES: [C:1]([CH3:2])([CH3:3])([CH3:4])[O:5][C:6](=[O:7])[N:8]1[CH2:9][CH2:10][CH:11]([NH:14][c:15]2[c:16]3[c:17]([n:18][cH:19][c:20]2[N+:21]([O-:22])=[O:23])[n:24]([S:27](=[O:28])(=[O:29])[c:30]2[cH:31][cH:32][cH:33][cH:34][cH:35]2)[cH:25][cH:26]3)[CH2:12][CH2:13]1.[CH3:36][C:37](=[O:38])[OH:39].[OH-:40].[OH-:42].[Pd+2:41]>>[C:1]([CH3:2])([CH3:3])([CH3:4])[O:5][C:6](=[O:7])[N:8]1[CH2:9][CH2:10][CH:11]([NH:14][c:15]2[c:16]3[c:17]([n:18][cH:19][c:20]2[NH2:21])[n:24]([S:27](=[O:28])(=[O:29])[c:30]2[cH:31][cH:32][cH:33][cH:34][cH:35]2)[cH:25][cH:26]3)[CH2:12][CH2:13]1. Reactants: CCOc1ccc(N)c([N+](=O)[O-])c1, O=C(O)c1ccc(F)nc1. Product: CCOc1ccc(NC(=O)c2ccc(F)nc2)c([N+](=O)[O-])c1. As a reaction SMILES: [CH2:11]([CH3:12])[O:13][c:14]1[cH:15][c:16]([N+:21](=[O:22])[O-:23])[c:17]([NH2:18])[cH:19][cH:20]1.[F:1][c:2]1[n:3][cH:4][c:5]([C:6](=[O:7])[OH:8])[cH:9][cH:10]1>>[F:1][c:2]1[n:3][cH:4][c:5]([C:6](=[O:8])[NH:18][c:17]2[c:16]([N+:21](=[O:22])[O-:23])[cH:15][c:14]([O:13][CH2:11][CH3:12])[cH:20][cH:19]2)[cH:9][cH:10]1.